Dataset: the Open Reaction Database (ORD), a public repository of structured organic reaction records. Task: describe an organic reaction: reactants, conditions, products, and yield Starting materials: C, CCO, Cc1ccccc1, CC=Cc1ccc2c(c1F)Cc1c(F)cccc1-2, [Pd]. The product is CCCc1ccc2c(c1F)Cc1c(F)cccc1-2. As a reaction SMILES: [C:22].[CH3:19][CH2:20][OH:21].[CH3:24][c:25]1[cH:26][cH:27][cH:28][cH:29][cH:30]1.[CH:1](=[CH:2][CH3:3])[c:4]1[c:5]([F:18])[c:6]2[c:14]([cH:15][cH:16]1)-[c:13]1[c:8]([c:9]([F:17])[cH:10][cH:11][cH:12]1)[CH2:7]2.[Pd:23]>>[CH2:1]([CH2:2][CH3:3])[c:4]1[c:5]([F:18])[c:6]2[c:14]([cH:15][cH:16]1)-[c:13]1[c:8]([c:9]([F:17])[cH:10][cH:11][cH:12]1)[CH2:7]2. Starting materials: C(C1=CC=CC=C1)NC=1SC(=C(C1C#N)C)C (2-(benzylamino)-4,5-dimethylthiophene-3-carbonitrile), C(C1=CC=CC=C1)(=O)N=C=S (benzoyl isothiocyanate). Yields the product C(C1=CC=CC=C1)N(C(=S)NC(C1=CC=CC=C1)=O)C=1SC(=C(C1C#N)C)C (N-(Benzyl(3-cyano-4,5-dimethylthiophen-2-yl)carbamothioyl)-benzamide). Reaction SMILES: [CH2:1]([NH:8][C:9]1[S:10][C:11]([CH3:17])=[C:12]([CH3:16])[C:13]=1[C:14]#[N:15])[C:2]1[CH:7]=[CH:6][CH:5]=[CH:4][CH:3]=1.[C:18]([N:26]=[C:27]=[S:28])(=[O:25])[C:19]1[CH:24]=[CH:23][CH:22]=[CH:21][CH:20]=1>>[CH2:1]([N:8]([C:9]1[S:10][C:11]([CH3:17])=[C:12]([CH3:16])[C:13]=1[C:14]#[N:15])[C:27]([NH:26][C:18](=[O:25])[C:19]1[CH:20]=[CH:21][CH:22]=[CH:23][CH:24]=1)=[S:28])[C:2]1[CH:3]=[CH:4][CH:5]=[CH:6][CH:7]=1. Reported procedure: Prepared as in Example 1a from 2-(benzylamino)-4,5-dimethylthiophene-3-carbonitrile (Example 20b) and benzoyl isothiocyanate. MS 406 (MH+). Starting materials: ClN1C(CCC1=O)=O (N-chlorosuccinimide), C(C)(C)(C)NS(=O)(=O)C1=CC=C(C=C1)N1C=NC=C1C1=CC(=C(C=C1)OC)F (N-tert-Butyl-4-[5-(3-fluoro-4-methoxyphenyl)imidazol-1-yl]benzenesulfonamide). The solvent is C(C)#N (acetonitrile), C(C)#N (acetonitrile). Conditions: time 10 minute. The product is C(C)(C)(C)NS(=O)(=O)C1=CC=C(C=C1)N1C=NC(=C1C1=CC(=C(C=C1)OC)F)Cl (N-tert-Butyl-4-[4-chloro-5-(3-fluoro-4-methoxyphenyl)imidazol-1-yl]benzenesulfonamide). Isolated yield 82.0%. RXN SMILES: [C:1]([NH:5][S:6]([C:9]1[CH:14]=[CH:13][C:12]([N:15]2[C:19]([C:20]3[CH:25]=[CH:24][C:23]([O:26][CH3:27])=[C:22]([F:28])[CH:21]=3)=[CH:18][N:17]=[CH:16]2)=[CH:11][CH:10]=1)(=[O:8])=[O:7])([CH3:4])([CH3:3])[CH3:2].[Cl:29]N1C(=O)CCC1=O>C(#N)C>[C:1]([NH:5][S:6]([C:9]1[CH:10]=[CH:11][C:12]([N:15]2[C:19]([C:20]3[CH:25]=[CH:24][C:23]([O:26][CH3:27])=[C:22]([F:28])[CH:21]=3)=[C:18]([Cl:29])[N:17]=[CH:16]2)=[CH:13][CH:14]=1)(=[O:7])=[O:8])([CH3:4])([CH3:3])[CH3:2]. Procedure: A mixture of N-tert-butyl-4-[5-(3-fluoro-4-methoxyphenyl)imidazol-1-yl]benzenesulfonamide (41.40 g, 103 mmol, obtained in example 3) and acetonitrile (840 mL) is heated at reflux and acetonitrile is added until complete dissolution (200 mL more). Next, N-chlorosuccinimide (15.0 g, 113 mmol) is added and the mixture is refluxed for 24 h. The solvent is removed and the residue is suspended in EtOAc and 1N HCl and is stirred for 10 min. The solid obtained is filtered and washed directly in the filt... The reactants are ClC1=C(NC(=C1Cl)C)C(=O)NC1CCN(CC1)C(=O)OC(C)(C)C (tert-Butyl 4-{[(3,4-dichloro-5-methyl-1H-pyrrol-2-yl)carbonyl]amino}piperidine-1-carboxylate), ClC1=C(NC(=C1Cl)C)C(=O)NC1CCN(CC1)C(=O)OC(C)(C)C (tert-Butyl 4-{[(3,4-dichloro-5-methyl-1H-pyrrol-2-yl)carbonyl]amino}piperidine-1-carboxylate), BrC1=CC(=NC2=CC=CC=C12)C(=O)O (4-Bromoquinoline-2-carboxylic acid), C([O-])(O)=O.[Na+] (sodium bicarbonate). Solvent: Cl (HCl), O (water), Cl (HCl), CN(C)C=O (DMF), O1CCOCC1 (dioxane). Reaction conditions: time 2 hour. Yields the product ClC1=C(NC(=C1Cl)C)C(=O)NC1CCN(CC1)C1=CC(=NC2=CC=CC=C12)C(=O)O (4-(4-{[(3,4-Dichloro-5-methyl-1H-pyrrol-2-yl)carbonyl]amino}piperidin-1-yl)quinoline-2-carboxylic acid). Yield: 19.3%. RXN SMILES: [Cl:1][C:2]1[C:6]([Cl:7])=[C:5]([CH3:8])[NH:4][C:3]=1[C:9]([NH:11][CH:12]1[CH2:17][CH2:16][N:15]([C:18](OC(C)(C)C)=O)[CH2:14][CH2:13]1)=[O:10].BrC1[C:35]2[C:30](=[CH:31][CH:32]=[CH:33][CH:34]=2)[N:29]=[C:28]([C:36]([OH:38])=[O:37])[CH:27]=1.C(=O)(O)[O-].[Na+]>Cl.O1CCOCC1.CN(C=O)C.O>[Cl:1][C:2]1[C:6]([Cl:7])=[C:5]([CH3:8])[NH:4][C:3]=1[C:9]([NH:11][CH:12]1[CH2:13][CH2:14][N:15]([C:18]2[C:35]3[C:30](=[CH:31][CH:32]=[CH:33][CH:34]=3)[N:29]=[C:28]([C:36]([OH:38])=[O:37])[CH:27]=2)[CH2:16][CH2:17]1)=[O:10] |f:2.3|. Procedure: tert-Butyl 4-{[(3,4-dichloro-5-methyl-1H-pyrrol-2-yl)carbonyl]amino}piperidine-1-carboxylate (Intermediate 2) (280 mg, 0.74 mmol) was suspended in 5 ml of 4.0 M HCl in dioxane and stirred for 2 h, then evaporated in vacuo to give a brown solid, which was dissolved in 20 ml of DMF. 4-Bromoquinoline-2-carboxylic acid (188 mg, 0.74 mmol) (prepared via the procedure of Y Kato, et. al., Tetrahedron Lett 2001, 42:4849-51), and sodium bicarbonate (554 mg, 6.6 mmol) were added and the resulting solution... Starting materials: [Br-], [Br-], [Br-], CCCC(=O)c1cc2c(Cl)cccc2s1, C1CCOC1, C[N+](C)(C)c1ccccc1, C[N+](C)(C)c1ccccc1, C[N+](C)(C)c1ccccc1. As a reaction SMILES: [Br-:16].[Br-:17].[Br-:18].[Cl:1][c:2]1[cH:3][cH:4][cH:5][c:6]2[s:7][c:8]([C:11]([CH2:12][CH2:13][CH3:14])=[O:15])[cH:9][c:10]12.[O:49]1[CH2:50][CH2:51][CH2:52][CH2:53]1.[c:19]1([N+:20]([CH3:21])([CH3:22])[CH3:23])[cH:24][cH:25][cH:26][cH:27][cH:28]1.[c:29]1([N+:30]([CH3:31])([CH3:32])[CH3:33])[cH:34][cH:35][cH:36][cH:37][cH:38]1.[c:39]1([N+:40]([CH3:41])([CH3:42])[CH3:43])[cH:44][cH:45][cH:46][cH:47][cH:48]1>>[Cl:1][c:2]1[cH:3][cH:4][cH:5][c:6]2[s:7][c:8]([C:11]([CH:12]([CH2:13][CH3:14])[Br:16])=[O:15])[cH:9][c:10]12. Yields the product CCC(Br)C(=O)c1cc2c(Cl)cccc2s1. The reactants are C(=O)(O)C=1C=CC(=NC1)C1=NN=NN1 (5-carboxy-2-(5-tetrazolyl)-pyridine), S(O)(O)(=O)=O (sulfuric acid), C(CCCCCCCCCCCCCCC)O (1-hexadecanol). Solvent: C1(=CC=CC=C1)C (toluene). The product is N1N=NN=C1C1=NC=C(C=C1)C(=O)OCCCCCCCCCCCCCCCC (Hexadecyl 2-(5-tetrazolyl)-pyridine-5-carboxylate). As a reaction SMILES: [C:1]([C:4]1[CH:5]=[CH:6][C:7]([C:10]2[NH:14][N:13]=[N:12][N:11]=2)=[N:8][CH:9]=1)([OH:3])=[O:2].S(=O)(=O)(O)O.[CH2:20](O)[CH2:21][CH2:22][CH2:23][CH2:24][CH2:25][CH2:26][CH2:27][CH2:28][CH2:29][CH2:30][CH2:31][CH2:32][CH2:33][CH2:34][CH3:35]>C1(C)C=CC=CC=1>[NH:14]1[C:10]([C:7]2[CH:6]=[CH:5][C:4]([C:1]([O:3][CH2:35][CH2:34][CH2:33][CH2:32][CH2:31][CH2:30][CH2:29][CH2:28][CH2:27][CH2:26][CH2:25][CH2:24][CH2:23][CH2:22][CH2:21][CH3:20])=[O:2])=[CH:9][N:8]=2)=[N:11][N:12]=[N:13]1. Procedure details: A mixture of 1.65 g (8.6 mmol) of 5-carboxy-2-(5-tetrazolyl)-pyridine , 0.1 ml of concentrated sulfuric acid and 3.64 g (15 mmol) of 1-hexadecanol in 50 ml of toluene is refluxed for 48 h. The hot solution is filtered in order to eliminate the non-reacted starting material. The filtrate on cooling yields crystals of the title compound, m.p. 139°-140°.